The task is: describe an organic reaction: reactants, conditions, products, and yield. This data is from the Open Reaction Database (ORD), a public repository of structured organic reaction records. Starting materials: CC(C)(C)[O-].[K+] (potassium tert-butylate), ClC1=CCC(C2=CC(=CC=C12)OC)CCNC(C)=O (N-[2-(4-Chloro-7-methoxy-1,2-dihydro-1-naphthyl)ethyl]acetamide), Cl (hydrochloric acid). Run in C(C)(C)(C)O (tert-butanol). Conditions: time 3 hour. Yields the product COC1=CC=C2C=CC=C(C2=C1)CCNC(C)=O (N-[2-(7-Methoxy-1-naphthyl)ethyl]acetamide). Yield: 68.0%. Reaction SMILES: Cl[C:2]1[C:11]2[C:6](=[CH:7][C:8]([O:12][CH3:13])=[CH:9][CH:10]=2)[CH:5]([CH2:14][CH2:15][NH:16][C:17](=[O:19])[CH3:18])[CH2:4][CH:3]=1.CC([O-])(C)C.[K+].Cl>C(O)(C)(C)C>[CH3:13][O:12][C:8]1[CH:7]=[C:6]2[C:11]([CH:2]=[CH:3][CH:4]=[C:5]2[CH2:14][CH2:15][NH:16][C:17](=[O:19])[CH3:18])=[CH:10][CH:9]=1 |f:1.2|. Procedure details: To a solution of the compound obtained in Step C (125 mg, 0.45 mmol) in tert-butanol (1 mL) at reflux there is added potassium tert-butylate (200 mg, 1.8 mmol). The mixture is stirred for 3 hours under reflux and then hydrochloric acid (1N) is added. The aqueous phase is extracted with dichloromethane and the organic phases are washed with saturated NaCl solution, dried over magnesium sulphate, filtered and evaporated. The title compound is obtained after purification by flash column chromatogra...